Task: describe an organic reaction: reactants, conditions, products, and yield. Dataset: the Open Reaction Database (ORD), a public repository of structured organic reaction records Starting materials: C=CCCCCCCCCCCCCCCO[Si](C)(C)C(C)(C)C, CCCC[N+](CCCC)(CCCC)CCCC, C1CCOC1, [F-]. Reaction SMILES: [C:1]([Si:2]([CH3:3])([CH3:4])[O:8][CH2:9][CH2:10][CH2:11][CH2:12][CH2:13][CH2:14][CH2:15][CH2:16][CH2:17][CH2:18][CH2:19][CH2:20][CH2:21][CH2:22][CH:23]=[CH2:24])([CH3:5])([CH3:6])[CH3:7].[CH2:26]([N+:27]([CH2:28][CH2:29][CH2:30][CH3:31])([CH2:32][CH2:33][CH2:34][CH3:35])[CH2:36][CH2:37][CH2:38][CH3:39])[CH2:40][CH2:41][CH3:42].[CH2:43]1[O:44][CH2:45][CH2:46][CH2:47]1.[F-:25]>>[OH:8][CH2:9][CH2:10][CH2:11][CH2:12][CH2:13][CH2:14][CH2:15][CH2:16][CH2:17][CH2:18][CH2:19][CH2:20][CH2:21][CH2:22][CH:23]=[CH2:24]. Yields the product C=CCCCCCCCCCCCCCCO. Reactants: CC1(C2=C(B(O1)O)C=C(C=C2)CNC)C (3,3-dimethyl-6-((methylamino)methyl)benzo[c][1,2]-oxaborol-1(3H)-ol), ClC=1C=C(C=C(C1)Cl)C1(CC(=NO1)C1=CC(=C(C(=O)O)C=C1)C)C(F)(F)F (4-(5-(3,5-dichlorophenyl)-5-(trifluoromethyl)-4,5-dihydroisoxazol-3-yl)-2-methylbenzoic acid), F[B-](F)(F)F.BrC1=[N+](C=CC=C1)CC (2-bromo-1-ethylpyridinium tetrafluoroborate), CCN(C(C)C)C(C)C (DIPEA). Solvent: C(Cl)Cl (DCM), O (Water). Run at time 8 hour. The product is ClC=1C=C(C=C(C1)Cl)C1(CC(=NO1)C1=CC(=C(C(=O)N(CC)CC=2C=CC3=C(B(OC3(C)C)O)C2)C=C1)CC)C(F)(F)F (4-(5-(3,5-dichlorophenyl)-5-(trifluoromethyl)-4,5-dihydroisoxazol-3-yl)-N-((1-hydroxy-3,3-dimethyl-1,3-dihydrobenzo[c][1,2]oxaborol-6-yl)methyl)-N,2-di-ethylbenzamide). The yield is 11.1%. As a reaction SMILES: [CH3:1][C:2]1([CH3:15])[O:6][B:5]([OH:7])[C:4]2[CH:8]=C(CNC)[CH:10]=[CH:11][C:3]1=2.[Cl:16][C:17]1[CH:18]=[C:19]([C:24]2([C:39]([F:42])([F:41])[F:40])[O:28][N:27]=[C:26]([C:29]3[CH:37]=[CH:36][C:32]([C:33]([OH:35])=O)=[C:31]([CH3:38])[CH:30]=3)[CH2:25]2)[CH:20]=[C:21]([Cl:23])[CH:22]=1.F[B-](F)(F)F.Br[C:49]1C=CC=C[N+]=1CC.CC[N:59]([CH:63]([CH3:65])C)[CH:60]([CH3:62])C>C(Cl)Cl.O>[Cl:23][C:21]1[CH:20]=[C:19]([C:24]2([C:39]([F:42])([F:40])[F:41])[O:28][N:27]=[C:26]([C:29]3[CH:37]=[CH:36][C:32]([C:33]([N:59]([CH2:60][C:62]4[CH:10]=[CH:11][C:3]5[C:2]([CH3:15])([CH3:1])[O:6][B:5]([OH:7])[C:4]=5[CH:8]=4)[CH2:63][CH3:65])=[O:35])=[C:31]([CH2:38][CH3:49])[CH:30]=3)[CH2:25]2)[CH:18]=[C:17]([Cl:16])[CH:22]=1 |f:2.3|. Procedure details: To a cold solution of 3,3-dimethyl-6-((methylamino)methyl)benzo[c][1,2]-oxaborol-1(3H)-ol (246 mg, 1.2 mmol), 4-(5-(3,5-dichlorophenyl)-5-(trifluoromethyl)-4,5-dihydroisoxazol-3-yl)-2-methylbenzoic acid (502 mg, 1.2 mmol) and 2-bromo-1-ethylpyridinium tetrafluoroborate (BEP) (292 mg, 1.32 mmol) in DCM (10 mL) was added DIPEA (464 mg, 3.6 mmol). The reaction mixture was stirred at rt overnight. Water (20 mL) was added and the mixture was extracted three times with ethyl acetate. The combined orga... Starting materials: C(C1=CC=CC=C1)N1CCC(CC1)N(C1=NC=CC=C1[N+](=O)[O-])CC (1-benzyl-4-[N-ethyl-N-(3-nitro-2-pyridinyl)amino]piperidine), C(C1=CC=CC=C1)N1CCC(CC1)N(C1=NC=CC=C1[N+](=O)[O-])CCC (1-benzyl-4-[N-propyl-N-(3-nitro-2-pyridinyl)amino]piperidine). Yields the product C(C1=CC=CC=C1)N1CCC(CC1)N(C1=NC=CC=C1N)CC (1-Benzyl-4-[N-ethyl-N-(3-amino-2-pyridinyl)amino]piperidine). RXN SMILES: [CH2:1]([N:8]1[CH2:13][CH2:12][CH:11]([N:14]([CH2:24][CH3:25])[C:15]2[C:20]([N+:21]([O-])=O)=[CH:19][CH:18]=[CH:17][N:16]=2)[CH2:10][CH2:9]1)[C:2]1[CH:7]=[CH:6][CH:5]=[CH:4][CH:3]=1.C(N1CCC(N(CCC)C2C([N+]([O-])=O)=CC=CN=2)CC1)C1C=CC=CC=1>>[CH2:1]([N:8]1[CH2:13][CH2:12][CH:11]([N:14]([CH2:24][CH3:25])[C:15]2[C:20]([NH2:21])=[CH:19][CH:18]=[CH:17][N:16]=2)[CH2:10][CH2:9]1)[C:2]1[CH:7]=[CH:6][CH:5]=[CH:4][CH:3]=1. Reported procedure: Following the general procedure of EXAMPLE 204, Part B), and making non-critical variations but substituting 1-benzyl-4-[N-ethyl-N-(3-nitro-2-pyridinyl)amino]piperidine (EXAMPLE 204, Part A) for 1-benzyl-4-[N-propyl-N-(3-nitro-2-pyridinyl)amino]piperidine, the title compound is obtained, NMR (CDCl3) 7.84, 7.31, 7.26, 6.96, 6.85, 3.97, 3.50, 3.18, 3.07, 2.89, 2.02, 1.75 and 0.89δ. Starting materials: C1(=CCCC1)C1=C2C(CC3(CCC3)OC2=CC(=C1C(C1=CC=C(C=C1)C(F)(F)F)O)C(C)C)=O (rac-5-Cyclopent-1-en-1-yl-6-{hydroxy[4-(trifluoromethyl)phenyl]methyl}-7-isopropylspiro-[chromen-2,1′-cyclobutan]-4(3H)-one). Reagents/catalysts: [Rh] (rhodium-on-carbon). Run in C(C)O (ethanol). Yields the product C1(CCCC1)C1=C2C(CC3(CCC3)OC2=CC(=C1C(C1=CC=C(C=C1)C(F)(F)F)O)C(C)C)=O (rac-5-Cyclopentyl-6-{hydroxy[4-(trifluoromethyl)phenyl]methyl}-7-isopropylspiro[chromen-2,1′-cyclobutan]-4(3H)-one). RXN SMILES: [C:1]1([C:6]2[C:18]([CH:19]([OH:30])[C:20]3[CH:25]=[CH:24][C:23]([C:26]([F:29])([F:28])[F:27])=[CH:22][CH:21]=3)=[C:17]([CH:31]([CH3:33])[CH3:32])[CH:16]=[C:15]3[C:7]=2[C:8](=[O:34])[CH2:9][C:10]2([O:14]3)[CH2:13][CH2:12][CH2:11]2)[CH2:5][CH2:4][CH2:3][CH:2]=1>C(O)C.[Rh]>[CH:1]1([C:6]2[C:18]([CH:19]([OH:30])[C:20]3[CH:21]=[CH:22][C:23]([C:26]([F:28])([F:29])[F:27])=[CH:24][CH:25]=3)=[C:17]([CH:31]([CH3:32])[CH3:33])[CH:16]=[C:15]3[C:7]=2[C:8](=[O:34])[CH2:9][C:10]2([O:14]3)[CH2:11][CH2:12][CH2:13]2)[CH2:5][CH2:4][CH2:3][CH2:2]1. Reported procedure: 63 mg (0.031 mmol) of rhodium-on-carbon (5%) are added to a solution of 289 mg (0.61 mmol) of rac-5-cyclopent-1-en-1-yl-6-{hydroxy[4-(trifluoromethyl)phenyl]methyl}-7-isopropylspiro[chromen-2,1′-cyclobutan]-4(3H)-one (Example 62A) in 10 ml of ethanol, and the mixture is hydrogenated under a hydrogen pressure of 60 bar at room temperature for 18 h. For work-up, the suspension is filtered through kieselguhr, the filter cake is washed with ethyl acetate and the filtrate is concentrated under reduce... The reactants are O=C([O-])[O-], COc1cc2c(Nc3ccc(Cl)cc3F)ncnc2cc1O, ClCCN1CCCC1, Cl, [K+], [K+], CN(C)C=O. Yields the product COc1cc2c(Nc3ccc(Cl)cc3F)ncnc2cc1OCCN1CCCC1. RXN SMILES: [C:32](=[O:33])([O-:34])[O-:35].[Cl:10][c:11]1[cH:12][c:13]([F:31])[c:14]([NH:15][c:16]2[n:17][cH:18][n:19][c:20]3[cH:21][c:22]([OH:28])[c:23]([O:26][CH3:27])[cH:24][c:25]23)[cH:29][cH:30]1.[Cl:2][CH2:3][CH2:4][N:5]1[CH2:6][CH2:7][CH2:8][CH2:9]1.[ClH:1].[K+:36].[K+:37].[O:38]=[CH:39][N:40]([CH3:41])[CH3:42]>>[CH2:3]([CH2:4][N:5]1[CH2:6][CH2:7][CH2:8][CH2:9]1)[O:28][c:22]1[cH:21][c:20]2[n:19][cH:18][n:17][c:16]([NH:15][c:14]3[c:13]([F:31])[cH:12][c:11]([Cl:10])[cH:30][cH:29]3)[c:25]2[cH:24][c:23]1[O:26][CH3:27]. The reactants are C(C)OC(=O)C1(CC1)C1=CC=C(C=C1)C1=CC=C(C=C1)C1=C(C(=NO1)C)CBr (1-[4′-(4-bromomethyl-3-methyl-isoxazol-5-yl)-biphenyl-4-yl]-cyclopropanecarboxylic acid ethyl ester), C[C@H]1NC(O[C@H]1C1=CC=CC=C1)=O ((4R,5S)-4-methyl-5-phenyl-oxazolidin-2-one). Product: C(C)OC(=O)C1(CC1)C1=CC=C(C=C1)C1=CC=C(C=C1)C1=C(C(=NO1)C)CN1C(O[C@H]([C@H]1C)C1=CC=CC=C1)=O (1-{4′-[3-Methyl-4-((4R,5S)-4-methyl-2-oxo-5-phenyl-oxazolidin-3-ylmethyl)-isoxazol-5-yl]-biphenyl-4-yl}-cyclopropanecarboxylic acid ethyl ester). Reaction SMILES: [CH2:1]([O:3][C:4]([C:6]1([C:9]2[CH:14]=[CH:13][C:12]([C:15]3[CH:20]=[CH:19][C:18]([C:21]4[O:25][N:24]=[C:23]([CH3:26])[C:22]=4[CH2:27]Br)=[CH:17][CH:16]=3)=[CH:11][CH:10]=2)[CH2:8][CH2:7]1)=[O:5])[CH3:2].[CH3:29][C@@H:30]1[C@H:34]([C:35]2[CH:40]=[CH:39][CH:38]=[CH:37][CH:36]=2)[O:33][C:32](=[O:41])[NH:31]1>>[CH2:1]([O:3][C:4]([C:6]1([C:9]2[CH:14]=[CH:13][C:12]([C:15]3[CH:20]=[CH:19][C:18]([C:21]4[O:25][N:24]=[C:23]([CH3:26])[C:22]=4[CH2:27][N:31]4[C@H:30]([CH3:29])[C@H:34]([C:35]5[CH:40]=[CH:39][CH:38]=[CH:37][CH:36]=5)[O:33][C:32]4=[O:41])=[CH:17][CH:16]=3)=[CH:11][CH:10]=2)[CH2:8][CH2:7]1)=[O:5])[CH3:2]. Procedure: Prepared according to the procedure described in Example 5, Step 3, using 1-[4′-(4-bromomethyl-3-methyl-isoxazol-5-yl)-biphenyl-4-yl]-cyclopropanecarboxylic acid ethyl ester and (4R,5S)-4-methyl-5-phenyl-oxazolidin-2-one.